Dataset: the Open Reaction Database (ORD), a public repository of structured organic reaction records. Task: describe an organic reaction: reactants, conditions, products, and yield As a reaction SMILES: [Br:12][N:13]1[C:14](=[O:15])[CH2:16][CH2:17][C:18]1=[O:19].[C:20]([O:21][O:22][C:23](=[O:24])[c:25]1[cH:26][cH:27][cH:28][cH:29][cH:30]1)(=[O:31])[c:32]1[cH:33][cH:34][cH:35][cH:36][cH:37]1.[CH3:1][O:2][c:3]1[cH:4][c:5]([CH3:11])[cH:6][cH:7][c:8]1[O:9][CH3:10].[Cl:38][C:39]([Cl:40])([Cl:41])[Cl:42]>>[CH3:1][O:2][c:3]1[cH:4][c:5]([CH2:11][Br:12])[cH:6][cH:7][c:8]1[O:9][CH3:10]. Yields the product COc1ccc(CBr)cc1OC. Reactants: O=C1CCC(=O)N1Br, O=C(OOC(=O)c1ccccc1)c1ccccc1, COc1ccc(C)cc1OC, ClC(Cl)(Cl)Cl. Reactants: COC(=O)CCCCCCC1C(OC(C)=O)CC(OC2CCCCO2)C1C=O, CCCCC(F)(F)C(=O)CP(=O)(OC)OC, [Li+], C1CCOC1, [OH-], O, O. The product is CCCCC(F)(F)C(=O)C=CC1C(OC2CCCCO2)CC(OC(C)=O)C1CCCCCCC(=O)OC. As a reaction SMILES: [C:20]([CH3:21])(=[O:22])[O:23][CH:24]1[CH2:25][CH:26]([O:41][CH:42]2[O:43][CH2:44][CH2:45][CH2:46][CH2:47]2)[CH:27]([CH:39]=[O:40])[CH:28]1[CH2:29][CH2:30][CH2:31][CH2:32][CH2:33][CH2:34][C:35](=[O:36])[O:37][CH3:38].[F:1][C:2]([C:3]([CH2:4][P:5](=[O:6])([O:7][CH3:8])[O:9][CH3:10])=[O:11])([CH2:12][CH2:13][CH2:14][CH3:15])[F:16].[Li+:19].[O:49]1[CH2:50][CH2:51][CH2:52][CH2:53]1.[OH-:18].[OH2:17].[OH2:48]>>[F:1][C:2]([C:3]([CH:4]=[CH:39][CH:27]1[CH:26]([O:41][CH:42]2[O:43][CH2:44][CH2:45][CH2:46][CH2:47]2)[CH2:25][CH:24]([O:23][C:20]([CH3:21])=[O:22])[CH:28]1[CH2:29][CH2:30][CH2:31][CH2:32][CH2:33][CH2:34][C:35](=[O:36])[O:37][CH3:38])=[O:11])([CH2:12][CH2:13][CH2:14][CH3:15])[F:16]. The reactants are CC(C)([O-])C.[K+] (potassium tert-butoxide), [I-].C[S+](=O)(C)C (trimethylsulfoxonium iodide), O=C1CC2CCC(C1)N2C(=O)OCC2=CC=CC=C2 (benzyl 3-oxo-8-azabicyclo[3.2.1]octane-8-carboxylate). Run in O1CCCC1 (tetrahydrofuran), C1(=CC=CC=C1)C (toluene), O (water), O1CCCC1 (tetrahydrofuran). Reaction conditions: time 3 hour. Product: O1C2(C1)CC1CCC(C2)N1C(=O)OCC1=CC=CC=C1 (benzyl 8-azaspiro[bicyclo[3.2.1]octane-3,2′-oxirane]-8-carboxylate). RXN SMILES: [CH3:1][C:2]([CH3:5])([O-:4])[CH3:3].[K+].[I-].C[S+](C)(C)=O.O=C1C[CH:19]2[N:21]([C:22]([O:24][CH2:25][C:26]3[CH:31]=[CH:30][CH:29]=[CH:28][CH:27]=3)=[O:23])[CH:16]([CH2:17][CH2:18]2)C1>O1CCCC1.C1(C)C=CC=CC=1.O>[O:4]1[CH2:1][C:2]21[CH2:5][CH:19]1[N:21]([C:22]([O:24][CH2:25][C:26]3[CH:31]=[CH:30][CH:29]=[CH:28][CH:27]=3)=[O:23])[CH:16]([CH2:17][CH2:18]1)[CH2:3]2 |f:0.1,2.3|. Procedure details: To a 500-mL, three-necked, round-bottomed flask equipped with a magnetic stirring bar, a thermometer, and a condenser was charged tetrahydrofuran (163 mL), potassium tert-butoxide (6.6 g, 95% pure) and trimethylsulfoxonium iodide (13.0 g). The mixture was heated to reflux and stirred for 3 hours. A solution of benzyl 3-oxo-8-azabicyclo[3.2.1]octane-8-carboxylate (10.0 g) in tetrahydrofuran (37 mL) was added in one portion. The reaction mixture was refluxed for another 2 hours. The mixture was co... The reactants are NO (Hydroxylamine), BrC1=CC=C(C2=CC=CC=C12)C=O (4-bromo-naphthalene-1-carbaldehyde). Solvent: CO (methanol). Product: BrC1=CC=C(C2=CC=CC=C12)C=NO (4-bromo-naphthalene-1-carbaldehyde oxime). RXN SMILES: [NH2:1][OH:2].[Br:3][C:4]1[C:13]2[C:8](=[CH:9][CH:10]=[CH:11][CH:12]=2)[C:7]([CH:14]=O)=[CH:6][CH:5]=1>CO>[Br:3][C:4]1[C:13]2[C:8](=[CH:9][CH:10]=[CH:11][CH:12]=2)[C:7]([CH:14]=[N:1][OH:2])=[CH:6][CH:5]=1. Reported procedure: Hydroxylamine (50% aqueous, 0.37 ml) is added to a solution of 4-bromo-naphthalene-1-carbaldehyde (0.7 g) in methanol (6 ml). After 16 hours at room temperature the reaction is concentrated in vacuo to yield crude 4-bromo-naphthalene-1-carbaldehyde oxime, which is used in the next step without further purification. Starting materials: Cl (hydrochloric acid), [Li]CCCC (n-BuLi), BrC1=CC(=C(C=C1)N1CCN(CC1)C(=O)OC(C)(C)C)C(C)(C)C (tert-butyl 4-(4-bromo-2-tert-butylphenyl)piperazine-1-carboxylate), C(C)OC(C)=O.Cl (hydrochloric acid ethyl acetate), CI (methyl iodide). Run in C(C)(=O)OCC (ethyl acetate), C1CCOC1 (THF), C1CCOC1 (THF), O (water). Conditions: time 30 minute. Product: Cl.Cl.C(C)(C)(C)C1=C(C=CC(=C1)C)N1CCNCC1 (1-(2-tert-butyl-4-methylphenyl)piperazine dihydrochloride). The yield is 47.0%. As a reaction SMILES: [Li][CH2:2]CCC.Br[C:7]1[CH:12]=[CH:11][C:10]([N:13]2[CH2:18][CH2:17][N:16](C(OC(C)(C)C)=O)[CH2:15][CH2:14]2)=[C:9]([C:26]([CH3:29])([CH3:28])[CH3:27])[CH:8]=1.CI.[ClH:32].C(OC(=O)C)C.Cl>C1COCC1.C(OCC)(=O)C.O>[ClH:32].[ClH:32].[C:26]([C:9]1[CH:8]=[C:7]([CH3:2])[CH:12]=[CH:11][C:10]=1[N:13]1[CH2:14][CH2:15][NH:16][CH2:17][CH2:18]1)([CH3:27])([CH3:28])[CH3:29] |f:4.5,9.10.11|. Reported procedure: To a solution of n-BuLi (1.6 M in n-hexane, 5.7 mL, 9.1 mmol) in THF (30 mL) was added a solution of tert-butyl 4-(4-bromo-2-tert-butylphenyl)piperazine-1-carboxylate (Example 85, 3.0 g, 7.55 mmol) in THF (10 mL) at −80° C. After stirred for 30 minutes at that temperature, it was added methyl iodide (1.61 g, 11.3 mmol) and allowed to be warmed to room temperature. After 16 h, it was added water and extracted with ethyl acetate. The organic layer was washed with brine, and dried over MgSO4, and t... Starting materials: ClCC1=C(N=CO1)C (5-chloromethyl-4-methyloxazole), C(CN)N (ethylenediamine), CC=1N=COC1CNCCN (N-(4-methyl-5-oxazolylmethyl)ethylenediamine), C(C)N=C=S (ethyl isothiocyanate). Product: C(#N)NC(=NCCNCC1=C(N=CO1)C)NCC (N-cyano-N'-ethyl-N"-[2-((4-methyl-5-oxazolyl)methylamino)ethyl]guanidine). RXN SMILES: ClC[C:3]1O[CH:6]=[N:5][C:4]=1C.[CH2:9]([NH2:12])CN.[CH3:13][C:14]1[N:15]=[CH:16][O:17][C:18]=1[CH2:19][NH:20][CH2:21][CH2:22][NH2:23].C([N:26]=C=S)C>>[C:9]([NH:12][C:6]([NH:5][CH2:4][CH3:3])=[N:23][CH2:22][CH2:21][NH:20][CH2:19][C:18]1[O:17][CH:16]=[N:15][C:14]=1[CH3:13])#[N:26]. Procedure details: Reaction of 5-chloromethyl-4-methyloxazole with ethylenediamine by the procedure of Example 34 and reaction of the resulting N-(4-methyl-5-oxazolylmethyl)ethylenediamine with ethyl isothiocyanate by the procedure of Example 3(b) gives, after purifying by column chromatography, N-ethyl-N'-[2-(4-methyl-5-oxazolylmethylamino)ethyl]thiourea. This thiourea is reacted with lead cyanamide by the procedure of Example 3(b) to give N-cyano-N'-ethyl-N"-[2-((4-methyl-5-oxazolyl)methylamino)ethyl]guanidine.